From a dataset of the Open Reaction Database (ORD), a public repository of structured organic reaction records. describe an organic reaction: reactants, conditions, products, and yield Reactants: N#CCC(=O)NCC1CC1, O=C=O, CC(=O)[O-], CC(=O)O, CCO, Cl, O=N[O-], Nc1ccccc1-c1ccccc1, [Na+], [Na+], [Na+], [Na+], O=C([O-])[O-], O. The product is N#CC(=NNc1ccccc1-c1ccccc1)C(=O)NCC1CC1. As a reaction SMILES: [C:19](#[N:20])[CH2:21][C:22](=[O:23])[NH:24][CH2:25][CH:26]1[CH2:27][CH2:28]1.[C:40](=[O:41])=[O:42].[CH3:30][C:31](=[O:32])[O-:33].[CH3:43][C:44](=[O:45])[OH:46].[CH3:48][CH2:49][OH:50].[ClH:14].[N:15]([O-:16])=[O:17].[NH2:1][c:2]1[c:3](-[c:8]2[cH:9][cH:10][cH:11][cH:12][cH:13]2)[cH:4][cH:5][cH:6][cH:7]1.[Na+:18].[Na+:29].[Na+:34].[Na+:35].[O-:36][C:37](=[O:38])[O-:39].[OH2:47]>>[NH:1]([c:2]1[c:3](-[c:8]2[cH:9][cH:10][cH:11][cH:12][cH:13]2)[cH:4][cH:5][cH:6][cH:7]1)[N:15]=[C:21]([C:19]#[N:20])[C:22](=[O:23])[NH:24][CH2:25][CH:26]1[CH2:27][CH2:28]1. Reactants: CCCCCn1c2nc(Br)n(Cc3ccc(OC)cc3)c2c(=O)n2c(C)nnc12, CCCC[Sn](CCCC)(CCCC)c1nccs1, Cc1ccccc1, c1ccc(P(c2ccccc2)(c2ccccc2)[Pd](P(c2ccccc2)(c2ccccc2)c2ccccc2)(P(c2ccccc2)(c2ccccc2)c2ccccc2)P(c2ccccc2)(c2ccccc2)c2ccccc2)cc1. The product is CCCCCn1c2nc(-c3nccs3)n(Cc3ccc(OC)cc3)c2c(=O)n2c(C)nnc12. As a reaction SMILES: [Br:1][c:2]1[n:3][c:4]2[n:5]([CH2:25][CH2:26][CH2:27][CH2:28][CH3:29])[c:6]3[n:7]([c:8](=[O:20])[c:9]2[n:10]1[CH2:11][c:12]1[cH:13][cH:14][c:15]([O:18][CH3:19])[cH:16][cH:17]1)[c:21]([CH3:24])[n:22][n:23]3.[CH2:30]([Sn:31]([CH2:32][CH2:33][CH2:34][CH3:40])([c:35]1[s:36][cH:37][cH:38][n:39]1)[CH2:41][CH2:42][CH2:43][CH3:44])[CH2:45][CH2:46][CH3:47].[CH3:48][c:49]1[cH:50][cH:51][cH:52][cH:53][cH:54]1.[cH:55]1[cH:56][cH:57][c:58]([P:59]([Pd:60]([P:61]([c:62]2[cH:63][cH:64][cH:65][cH:66][cH:67]2)([c:68]2[cH:69][cH:70][cH:71][cH:72][cH:73]2)[c:74]2[cH:75][cH:76][cH:77][cH:78][cH:79]2)([P:80]([c:81]2[cH:82][cH:83][cH:84][cH:85][cH:86]2)([c:87]2[cH:88][cH:89][cH:90][cH:91][cH:92]2)[c:93]2[cH:94][cH:95][cH:96][cH:97][cH:98]2)[P:99]([c:100]2[cH:101][cH:102][cH:103][cH:104][cH:105]2)([c:106]2[cH:107][cH:108][cH:109][cH:110][cH:111]2)[c:112]2[cH:113][cH:114][cH:115][cH:116][cH:117]2)([c:118]2[cH:119][cH:120][cH:121][cH:122][cH:123]2)[c:124]2[cH:125][cH:126][cH:127][cH:128][cH:129]2)[cH:130][cH:131]1>>[c:2]1(-[c:35]2[s:36][cH:37][cH:38][n:39]2)[n:3][c:4]2[n:5]([CH2:25][CH2:26][CH2:27][CH2:28][CH3:29])[c:6]3[n:7]([c:8](=[O:20])[c:9]2[n:10]1[CH2:11][c:12]1[cH:13][cH:14][c:15]([O:18][CH3:19])[cH:16][cH:17]1)[c:21]([CH3:24])[n:22][n:23]3. The reactants are C(C1=C(C=CC=C1)SSC1=C(C(=O)Cl)C=CC=C1)(=O)Cl (2,2'-dithiobisbenzoyl chloride), NC1=CC=C(C=C1)S(=O)(=O)NC1=NC=CC=N1 (4-amino-N-(2-pyrimidinyl) benzenesulfonamide). Run in N1=CC=CC=C1 (pyridine), ClCCl (dichloromethane). Product: N1=C(N=CC=C1)NS(=O)(=O)C1=CC=C(C=C1)NC(C1=C(C=CC=C1)SSC1=C(C(=O)NC2=CC=C(C=C2)S(=O)(=O)NC2=NC=CC=N2)C=CC=C1)=O (2,2'-Dithiobis[N-[4-[(2-pyrimidinylamino)sulfonyl]phenyl]-benzamide]). The yield is 58.2%. As a reaction SMILES: [C:1](Cl)(=[O:19])[C:2]1[CH:7]=[CH:6][CH:5]=[CH:4][C:3]=1[S:8][S:9][C:10]1[CH:18]=[CH:17][CH:16]=[CH:15][C:11]=1[C:12](Cl)=[O:13].[NH2:21][C:22]1[CH:27]=[CH:26][C:25]([S:28]([NH:31][C:32]2[N:37]=[CH:36][CH:35]=[CH:34][N:33]=2)(=[O:30])=[O:29])=[CH:24][CH:23]=1>ClCCl.N1C=CC=CC=1>[N:37]1[CH:36]=[CH:35][CH:34]=[N:33][C:32]=1[NH:31][S:28]([C:25]1[CH:26]=[CH:27][C:22]([NH:21][C:1](=[O:19])[C:2]2[CH:7]=[CH:6][CH:5]=[CH:4][C:3]=2[S:8][S:9][C:10]2[CH:18]=[CH:17][CH:16]=[CH:15][C:11]=2[C:12]([NH:21][C:22]2[CH:27]=[CH:26][C:25]([S:28]([NH:31][C:32]3[N:33]=[CH:34][CH:35]=[CH:36][N:37]=3)(=[O:30])=[O:29])=[CH:24][CH:23]=2)=[O:13])=[CH:23][CH:24]=1)(=[O:30])=[O:29]. Procedure: This compound was prepared according to the general methods described in Example 1 using 2,2'-dithiobisbenzoyl chloride (3.0 g, 8.7 mmol) in 30 mL dichloromethane and 4-amino-N-(2-pyrimidinyl) benzenesulfonamide (5.3 g, 21.7 mmol) in 100 mL pyridine. The crude product was recrystallized from a mixture of dimethylformamide, ethanol, and water to yield 3.9 g of the title compound, mp 280° C. Starting materials: FC(C(=O)OC(C(F)(F)F)=O)(F)F (trifluoroacetic anhydride), C1=C2C=C3N(C2=CC=C1)CCC(C3)C(=O)N (6,7,8,9-tetrahydropyrido[1,2-a]indole-8-carboxamide), ethyl acetate petroleum ether. Run in O1CCOCC1 (dioxane). Yields the product C1=C2C=C3N(C2=CC=C1)CCC(C3)C#N (6,7,8,9-tetrahydropyrido[1,2-a]indole-8-carbonitrile). Yield: 80.8%. Reaction SMILES: FC(F)(F)C(OC(=O)C(F)(F)F)=O.[CH:14]1[CH:22]=[CH:21][CH:20]=[C:19]2[C:15]=1[CH:16]=[C:17]1[CH2:26][CH:25]([C:27]([NH2:29])=O)[CH2:24][CH2:23][N:18]12>O1CCOCC1>[CH:14]1[CH:22]=[CH:21][CH:20]=[C:19]2[C:15]=1[CH:16]=[C:17]1[CH2:26][CH:25]([C:27]#[N:29])[CH2:24][CH2:23][N:18]12. Reported procedure: 991 mg of trifluoroacetic anhydride were added dropwise to a suspension of 1.0 g of 6,7,8,9-tetrahydropyrido[1,2-a]indole-8-carboxamide in 15 ml of dioxane at 10° C. The mixture was partitioned between dichloromethane and water and the organic phase was dried. The solvent was removed under reduced pressure to give an oil which was subjected to chromatography on silica gel with ethyl acetate/petroleum ether (1:1). There were obtained 740 mg of 6,7,8,9-tetrahydropyrido[1,2-a]indole-8-carbonitrile ... Conditions: temperature 220 celsius, time 45 minute. The reactants are ClC1=C(C(=O)O)C(=CC(=N1)C)C (2-chloro-4,6-dimethyl-nicotinic acid), CC1=CC(=C(C=C1C)N)N (4,5-dimethyl-o-phenylenediamine), N (ammonia). RXN SMILES: Cl[C:2]1[N:10]=[C:9]([CH3:11])[CH:8]=[C:7]([CH3:12])[C:3]=1[C:4]([OH:6])=O.[CH3:13][C:14]1[C:19]([CH3:20])=[CH:18][C:17]([NH2:21])=[C:16]([NH2:22])[CH:15]=1.N>S1(CCCC1)(=O)=O>[CH3:11][C:9]1[CH:8]=[C:7]([CH3:12])[C:3]2[C:4](=[O:6])[NH:22][C:16]3[CH:15]=[C:14]([CH3:13])[C:19]([CH3:20])=[CH:18][C:17]=3[NH:21][C:2]=2[N:10]=1. Run in S1(=O)(=O)CCCC1 (sulfolane). Procedure details: A mixture consisting of 52.0 gm of 2-chloro-4,6-dimethyl-nicotinic acid, 38.0 gm of 4,5-dimethyl-o-phenylenediamine and 150 ml of sulfolane was heated on an oil bath at 220° C. After 45 minutes the mixture was allowed to cool to 100° C. and was then poured over ice. After neutralization with ammonia and standing for several hours the precipitate which had formed was suction-filtered off and admixed with dilute acetic acid. The mixture was suction-filtered after one hour, and the filter cake was ... Yields the product CC=1C=C(C2=C(NC3=C(NC2=O)C=C(C(=C3)C)C)N1)C (6,11-Dihydro-2,4,8,9-tetramethyl-5H-pyrido[2,3-b][1,5]benzodiazepin-5-one). Starting materials: C(C)(C)(C)OC(=O)N1[C@@H](CC(C1)=NOC)C(=O)O ((2S,4EZ)-1-(tert-butoxycarbonyl)-4-(methoxyimino)-2-pyrrolidinecarboxylic acid), C1(=CC=C(C=C1)S(=O)(=O)Cl)C1=CC=CC=C1 ([1,1′-biphenyl]-4-sulfonyl chloride), N1CC(CCC1)O ((3RS)-3-piperidinol). The product is CON=C1CN([C@@H](C1)C(=O)N1CC(CCC1)O)S(=O)(=O)C1=CC=C(C=C1)C1=CC=CC=C1 ((3EZ,5S)-1-([1,1′-biphenyl]-4-ylsulfonyl)-5-{[(3RS)-3-hydroxypiperidinyl]carbonyl}3-pyrrolidinone O-methyloxime). As a reaction SMILES: C(OC([N:8]1[CH2:12][C:11](=[N:13][O:14][CH3:15])[CH2:10][C@H:9]1[C:16]([OH:18])=O)=O)(C)(C)C.[C:19]1([C:29]2[CH:34]=[CH:33][CH:32]=[CH:31][CH:30]=2)[CH:24]=[CH:23][C:22]([S:25](Cl)(=[O:27])=[O:26])=[CH:21][CH:20]=1.[NH:35]1[CH2:40][CH2:39][CH2:38][CH:37]([OH:41])[CH2:36]1>>[CH3:15][O:14][N:13]=[C:11]1[CH2:10][C@@H:9]([C:16]([N:35]2[CH2:40][CH2:39][CH2:38][CH:37]([OH:41])[CH2:36]2)=[O:18])[N:8]([S:25]([C:22]2[CH:23]=[CH:24][C:19]([C:29]3[CH:34]=[CH:33][CH:32]=[CH:31][CH:30]=3)=[CH:20][CH:21]=2)(=[O:27])=[O:26])[CH2:12]1. Procedure: Following the general method as outlined in Example 22, starting from (2S,4EZ)-1-(tert-butoxycarbonyl)-4-(methoxyimino)-2-pyrrolidinecarboxylic acid, [1,1′-biphenyl]-4-sulfonyl chloride, and (3RS)-3-piperidinol, the title compound was obtained in 79% purity by HPLC. MS(ESI+): m/z=458. Starting materials: CCOC(C)=O, O=[O+][O-], C=C(C)C(C(=O)OC(c1ccccc1)c1ccccc1)N1C(=O)C(NC(=O)COc2ccccc2)C1SSc1nc2ccccc2s1. The product is CC(O)=C(C(=O)OC(c1ccccc1)c1ccccc1)N1C(=O)C(NC(=O)COc2ccccc2)C1SSc1nc2ccccc2s1. As a reaction SMILES: [CH3:51][CH2:52][O:53][C:54](=[O:55])[CH3:56].[O-:1][O+:2]=[O:3].[c:4]1([CH:10]([c:11]2[cH:12][cH:13][cH:14][cH:15][cH:16]2)[O:17][C:18]([CH:19]([C:20]([CH3:21])=[CH2:22])[N:23]2[C:24](=[O:49])[CH:25]([NH:38][C:39]([CH2:40][O:41][c:42]3[cH:43][cH:44][cH:45][cH:46][cH:47]3)=[O:48])[CH:26]2[S:27][S:28][c:29]2[s:30][c:31]3[c:32]([n:33]2)[cH:34][cH:35][cH:36][cH:37]3)=[O:50])[cH:5][cH:6][cH:7][cH:8][cH:9]1>>[OH:1][C:20](=[C:19]([C:18]([O:17][CH:10]([c:4]1[cH:5][cH:6][cH:7][cH:8][cH:9]1)[c:11]1[cH:12][cH:13][cH:14][cH:15][cH:16]1)=[O:50])[N:23]1[C:24](=[O:49])[CH:25]([NH:38][C:39]([CH2:40][O:41][c:42]2[cH:43][cH:44][cH:45][cH:46][cH:47]2)=[O:48])[CH:26]1[S:27][S:28][c:29]1[s:30][c:31]2[c:32]([n:33]1)[cH:34][cH:35][cH:36][cH:37]2)[CH3:21]. Starting materials: C(C=C)Br (Allyl bromide), COC=1C=C(C=CC1)CCCO (3-(3-methoxyphenyl)propanol), N,N′-carbonyldiimidazole. The solvent is CC#N (CH3CN). Reaction conditions: time 1.5 hour. Product: COC=1C=C(C=CC1)CCCBr (3-(3-Methoxyphenyl)propylbromide). Reaction SMILES: [CH2:1]([Br:4])[CH:2]=[CH2:3].[CH3:5][O:6][C:7]1[CH:8]=[C:9](CCCO)[CH:10]=[CH:11][CH:12]=1>CC#N>[CH3:5][O:6][C:7]1[CH:12]=[C:11]([CH2:3][CH2:2][CH2:1][Br:4])[CH:10]=[CH:9][CH:8]=1. Procedure: Allyl bromide (25 mL, 0.28 mmol) was added to a solution of 3-(3-methoxyphenyl)propanol (8.8 g, 0.053 mol), N,N′-carbonyldiimidazole (9.6 g, 0.0605 mol) and CH3CN (45 mL) at room temperature. After 1.5 hr at rt and 1.5 hr at reflux, the reaction mixture was cooled, partitioned between EtOAc (250 mL) and H2O (300 mL), the organic layer washed with H2O (300mL), 5% HCl (200 mL), dilute NaHCO3 solution (200 mL), brine (300 mL), and dried (Na2SO4). Filtration and concentration to dryness gave the tit... The reactants are N[C@](C(C)(O)C)(C)C1=C(C=CC(=C1)Br)F ((R)-3-amino-3-(5-bromo-2-fluoro-phenyl)-2-methyl-butan-2-ol), C(O)([O-])=O.[Na+] (sodium hydrogen-carbonate), ClCC(=O)Cl (Chloroacetyl chloride). Run in ClCCl (dichloromethane). Conditions: time 1 hour. Yields the product BrC=1C=CC(=C(C1)[C@@](C(C)(C)O)(C)NC(CCl)=O)F (N-[(R)-1-(5-Bromo-2-fluoro-phenyl)-2-hydroxy-1,2-dimethyl-propyl]-2-chloro-acetamide). RXN SMILES: [NH2:1][C@@:2]([C:8]1[CH:13]=[C:12]([Br:14])[CH:11]=[CH:10][C:9]=1[F:15])([CH3:7])[C:3]([CH3:6])([OH:5])[CH3:4].C(=O)([O-])O.[Na+].[Cl:21][CH2:22][C:23](Cl)=[O:24]>ClCCl>[Br:14][C:12]1[CH:11]=[CH:10][C:9]([F:15])=[C:8]([C@:2]([NH:1][C:23](=[O:24])[CH2:22][Cl:21])([CH3:7])[C:3]([OH:5])([CH3:4])[CH3:6])[CH:13]=1 |f:1.2|. Procedure: A solution of (R)-3-amino-3-(5-bromo-2-fluoro-phenyl)-2-methyl-butan-2-ol (2.91 g, 10.5 mmol) in dichloromethane (35 ml) was stirred intensively together with a saturated sodium hydrogen-carbonate solution (30 ml) at 0° C. Chloroacetyl chloride (0.92 ml, 11.6 ml) was added and stirring continued for 1 hour at 0° C. For the workup, the aqueous layer was separated and extracted with dichloromethane. The combined organic layers were dried over sodium sulfate, then evaporated. The title compound was...